Dataset: the Open Reaction Database (ORD), a public repository of structured organic reaction records. Task: describe an organic reaction: reactants, conditions, products, and yield Reactants: CC(C)(C1=NC(=CC=C1)C(F)(F)F)NC=1C(N(C(C1)C1=C(C=CC=C1)F)C1=CC=C(C=C1)OC(F)F)=O ((±)-3-[1-methyl-1-(6-trifluoromethyl-pyridin-2-yl)-ethylamino]-1-(4-difluoromethoxy-phenyl)-5-(2-fluoro-phenyl)-1,5-dihydro-pyrrol-2-one), C(#N)[BH3-].[Na+] (sodium cyanoborohydride). Run in CC(=O)O (HOAc). Run at time 2 hour. Yields the product CC(C)(C1=NC(=CC=C1)C(F)(F)F)NC1C(N(C(C1)C1=C(C=CC=C1)F)C1=CC=C(C=C1)OC(F)F)=O ((±)-3-[1-methyl-1-(6-trifluoromethyl-pyridin-2-yl)-ethylamino]-5-(2-fluoro-phenyl)-1-(4-difluoromethoxy-phenyl)-pyrrolidin-2-one). Isolated yield 72.5%. As a reaction SMILES: [CH3:1][C:2]([NH:14][C:15]1[C:16](=[O:37])[N:17]([C:27]2[CH:32]=[CH:31][C:30]([O:33][CH:34]([F:36])[F:35])=[CH:29][CH:28]=2)[CH:18]([C:20]2[CH:25]=[CH:24][CH:23]=[CH:22][C:21]=2[F:26])[CH:19]=1)([C:4]1[CH:9]=[CH:8][CH:7]=[C:6]([C:10]([F:13])([F:12])[F:11])[N:5]=1)[CH3:3].C([BH3-])#N.[Na+]>CC(O)=O>[CH3:3][C:2]([NH:14][CH:15]1[CH2:19][CH:18]([C:20]2[CH:25]=[CH:24][CH:23]=[CH:22][C:21]=2[F:26])[N:17]([C:27]2[CH:28]=[CH:29][C:30]([O:33][CH:34]([F:36])[F:35])=[CH:31][CH:32]=2)[C:16]1=[O:37])([C:4]1[CH:9]=[CH:8][CH:7]=[C:6]([C:10]([F:11])([F:12])[F:13])[N:5]=1)[CH3:1] |f:1.2|. Procedure details: Dissolve (±)-3-[1-methyl-1-(6-trifluoromethyl-pyridin-2-yl)-ethylamino]-1-(4-difluoromethoxy-phenyl)-5-(2-fluoro-phenyl)-1,5-dihydro-pyrrol-2-one (2.06 g; 3.95 mmol) in HOAc (20 mL) and add sodium cyanoborohydride (0.50 g, 7.90 mmol). Stir for 2 hours at ambient temperature. Concentrate under reduced pressure and dissolve the residue in EtOAc. Wash the organic phase with 1N NaOH, water, saturated sodium chloride solution, dry over sodium sulfate, filter and concentrate under reduced pressure. Pu... Reactants: C1=CC=C2C(=C1)C(=O)C(C2=O)(O)O (ninhydrin), amine, N[C@H](C(=O)OCC)[C@H](C(=O)OCC)O ((2S,3R)-diethyl 2-amino-3-hydroxysuccinate), C(C)(=O)O[BH-](OC(C)=O)OC(C)=O.[Na+] (Sodium triacetoxyborohydride), N[C@H](C(=O)OCC)[C@H](C(=O)OCC)O ((2S,3R)-diethyl 2-amino-3-hydroxysuccinate), aldehyde, C(C)[C@]([C@](C(=O)[O-])(O)CC)(O)C(=O)[O-] (diethyl-L-tartrate), C(C1=CC=CC=C1)OCN1C=C(C=2N=CN=C(C21)OC)C=O (5-(benzyloxymethyl)-4-methoxy-5H-pyrrolo[3,2-d]pyrimidine-7-carbaldehyde). The solvent is C(Cl)Cl (CH2Cl2), CCOC(=O)C (EtOAc), CCOC(=O)C (EtOAc), ClCCCl (1,2-dichloroethane). Reaction conditions: time 3 hour. The product is C(C1=CC=CC=C1)OCN1C=C(C=2N=CN=C(C21)OC)CN[C@H](C(=O)OCC)[C@H](C(=O)OCC)O ((2S,3R)-diethyl 2-((5-(benzyloxymethyl)-4-methoxy-5H-pyrrolo[3,2-d]pyrimidin-7-yl)methylamino)-3-hydroxysuccinate). Yield: 69.4%. Reaction SMILES: C(O[BH-](OC(=O)C)OC(=O)C)(=O)C.[Na+].[NH2:15][C@@H:16]([C@@H:22]([OH:28])[C:23]([O:25][CH2:26][CH3:27])=[O:24])[C:17]([O:19][CH2:20][CH3:21])=[O:18].C([C@@](C([O-])=O)(O)[C@@](CC)(O)C([O-])=O)C.[CH2:43]([O:50][CH2:51][N:52]1[C:60]2[C:59]([O:61][CH3:62])=[N:58][CH:57]=[N:56][C:55]=2[C:54]([CH:63]=O)=[CH:53]1)[C:44]1[CH:49]=[CH:48][CH:47]=[CH:46][CH:45]=1.C1C=C2C(C(O)(O)C(=O)C2=CC=1)=O>ClCCCl.C(Cl)Cl.CCOC(C)=O>[CH2:43]([O:50][CH2:51][N:52]1[C:60]2[C:59]([O:61][CH3:62])=[N:58][CH:57]=[N:56][C:55]=2[C:54]([CH2:63][NH:15][C@@H:16]([C@@H:22]([OH:28])[C:23]([O:25][CH2:26][CH3:27])=[O:24])[C:17]([O:19][CH2:20][CH3:21])=[O:18])=[CH:53]1)[C:44]1[CH:49]=[CH:48][CH:47]=[CH:46][CH:45]=1 |f:0.1|. Procedure details: Sodium triacetoxyborohydride (0.545 g, 2.57 mmol) was added to a solution of (2S,3R)-diethyl 2-amino-3-hydroxysuccinate (0.406 g, 1.978 mmol), the latter prepared from diethyl-L-tartrate by known methods (A. Breuning, R. Vicik and T. Schirmeister, Tetrahedron Asymm., 2003, 14, 3301 and Z. Tang, Z.-H. Yang, X.-H. Chen, L.-F. Cun, A.-Q. Mi, Y.-Z. Jiang and L.-Z. Gong, J. Am. Chem. Soc., 2005, 127, 9285) and 5-(benzyloxymethyl)-4-methoxy-5H-pyrrolo[3,2-d]pyrimidine-7-carbaldehyde (0.588 g, 1.978 mm... Reactants: CNC(=O)Cc1cccc(-n2nc(C(C)(C)C)cc2NC(=O)Nc2cccc(Cl)c2Cl)c1, C1CCOC1, Cl, [Na+], [OH-]. Reaction SMILES: [C:1]([CH3:2])([CH3:3])([CH3:4])[c:5]1[n:6][n:7](-[c:22]2[cH:23][c:24]([CH2:28][C:29](=[O:30])[NH:31][CH3:32])[cH:25][cH:26][cH:27]2)[c:8]([NH:10][C:11](=[O:12])[NH:13][c:14]2[c:15]([Cl:21])[c:16]([Cl:20])[cH:17][cH:18][cH:19]2)[cH:9]1.[CH2:36]1[O:37][CH2:38][CH2:39][CH2:40]1.[ClH:33].[Na+:35].[OH-:34]>>[C:1]([CH3:2])([CH3:3])([CH3:4])[c:5]1[n:6][n:7](-[c:22]2[cH:23][c:24]([CH2:28][CH2:29][NH:31][CH3:32])[cH:25][cH:26][cH:27]2)[c:8]([NH:10][C:11](=[O:12])[NH:13][c:14]2[c:15]([Cl:21])[c:16]([Cl:20])[cH:17][cH:18][cH:19]2)[cH:9]1. Product: CNCCc1cccc(-n2nc(C(C)(C)C)cc2NC(=O)Nc2cccc(Cl)c2Cl)c1. Starting materials: FC(F)(F)c1cncc(Cl)c1, Cl[Cu], N, O. Product: Nc1cncc(C(F)(F)F)c1. As a reaction SMILES: [Cl:1][c:2]1[cH:3][n:4][cH:5][c:6]([C:8]([F:9])([F:10])[F:11])[cH:7]1.[Cu:14][Cl:15].[NH3:12].[OH2:13]>>[c:2]1([NH2:12])[cH:3][n:4][cH:5][c:6]([C:8]([F:9])([F:10])[F:11])[cH:7]1. The reactants are C(C#C)(=O)OCC (ethyl propiolate), COC=1C(=C(C=O)C=C(C1OC)OC)[N+](=O)[O-] (3,4,5-trimethoxy-2-nitrobenzaldehyde), solution, C[Si](C)(C)[N-][Si](C)(C)C.[Li+] (lithium bistrimethylsilylamide), ice. Run in O1CCCC1 (tetrahydrofuran), O1CCCC1 (tetrahydrofuran), O1CCCC1 (tetrahydrofuran), O1CCCC1 (tetrahydrofuran). Conditions: temperature -58 celsius, time 30 minute. Yields the product OC(C#CC(=O)OCC)C1=C(C(=C(C(=C1)OC)OC)OC)[N+](=O)[O-] (ethyl 4-hydroxy-4-(3,4,5-trimethoxy-2-nitrophenyl)-2-butynoate). Isolated yield 68.1%. RXN SMILES: C[Si]([N-][Si](C)(C)C)(C)C.[Li+].[C:11]([O:15][CH2:16][CH3:17])(=[O:14])[C:12]#[CH:13].[CH3:18][O:19][C:20]1[C:21]([N+:32]([O-:34])=[O:33])=[C:22]([CH:25]=[C:26]([O:30][CH3:31])[C:27]=1[O:28][CH3:29])[CH:23]=[O:24]>O1CCCC1>[OH:24][CH:23]([C:22]1[CH:25]=[C:26]([O:30][CH3:31])[C:27]([O:28][CH3:29])=[C:20]([O:19][CH3:18])[C:21]=1[N+:32]([O-:34])=[O:33])[C:13]#[C:12][C:11]([O:15][CH2:16][CH3:17])=[O:14] |f:0.1|. Reported procedure: A 1.0 M solution (1.9 ml) of lithium bistrimethylsilylamide in tetrahydrofuran was added to tetrahydrofuran (4.0 ml) at -78° C. under an argon atmosphere, and the mixture was stirred for 30 min. A solution of ethyl propiolate (176 μl, 1.74 mmol) in tetrahydrofuran (1.0 ml) was added thereto, and the mixture was stirred for 30 min. A solution of 3,4,5-trimethoxy-2-nitrobenzaldehyde (280 mg, 1.16 mmol), prepared in the step (b), in tetrahydrofuran (2.5 ml) was added thereto, and the temperature wa... Starting materials: C(C1=CC=CC=C1)N1C2CC(CC1CCC2)=NO (9-Benzyl-9-azabicyclo-(3.3.1)-nonan-3-one oxime). The reagents and catalysts are [Ni] (Raney nickel). Solvent: C(C)O (ethanol). Product: NC1CC2CCCC(C1)N2CC2=CC=CC=C2 (3-amino-9-benzyl-9-azabicyclo-[3.3.1]-nonane). Yield: 60.9%. Reaction SMILES: [CH2:1]([N:8]1[CH:13]2[CH2:14][CH2:15][CH2:16][CH:9]1[CH2:10][C:11](=[N:17]O)[CH2:12]2)[C:2]1[CH:7]=[CH:6][CH:5]=[CH:4][CH:3]=1>C(O)C.[Ni]>[NH2:17][CH:11]1[CH2:10][CH:9]2[N:8]([CH2:1][C:2]3[CH:7]=[CH:6][CH:5]=[CH:4][CH:3]=3)[CH:13]([CH2:14][CH2:15][CH2:16]2)[CH2:12]1. Procedure details: 9-Benzyl-9-azabicyclo-(3.3.1)-nonan-3-one oxime (4.0 g; 0.0164 mole), m.p. 134°, was dissolved in ethanol (100 ml) and hydrogenated at 50°-60° at 250 psi in the presence of Raney nickel. The mixture was filtered after 24 hours through kieselguhr and evaporated in vacuo. The resulting oil was dissolved in dilute hydrochloric acid (50 ml) extracted with ethyl acetate (3×150 ml), the aqueous layer was basified and re-extracted with ethyl acetate (3×150 ml). The combined organic extracts were dried ...